This data is from the Open Reaction Database (ORD), a public repository of structured organic reaction records. The task is: describe an organic reaction: reactants, conditions, products, and yield Starting materials: C(=O)(N1C=NC=C1)N1C=NC=C1 (Carbonyldiimidazole), C(CCCCCCCCCCC)N1N=C(N=N1)CC(=O)O (2-dodecyltetrazole acetic acid). Solvent: C1CCOC1 (THF). Yields the product C(CCCCCCCCCCC)N1N=C(N=N1)CC(=O)O (2-Dodecyltetrazoleacetic acid), N#N (N2). As a reaction SMILES: C(N1C=CN=C1)(N1C=CN=C1)=O.[CH2:13]([N:25]1[N:29]=[N:28][C:27]([CH2:30][C:31]([OH:33])=[O:32])=[N:26]1)[CH2:14][CH2:15][CH2:16][CH2:17][CH2:18][CH2:19][CH2:20][CH2:21][CH2:22][CH2:23][CH3:24]>C1COCC1>[CH2:13]([N:25]1[N:29]=[N:28][C:27]([CH2:30][C:31]([OH:33])=[O:32])=[N:26]1)[CH2:14][CH2:15][CH2:16][CH2:17][CH2:18][CH2:19][CH2:20][CH2:21][CH2:22][CH2:23][CH3:24].[N:25]#[N:26]. Procedure details: Carbonyldiimidazole (5.74 g, 0.035 mol) was added to a solution of the 2-dodecyltetrazole acetic acid (10.0 g, 0.034 mol) obtained in (c) above in dry THF (100 mL) under an inert atmosphere (N2). The mixture was stirred at room temperature for 30 minutes, then 2,6-diisopropylaniline (6.7 mL, 0.038 mol) was added in one portion. The resulting solution was stirred for 3 days at room temperature, concentrated in vacuo, taken up in dichloromethane (200 mL), washed with water (100 mL) and brine (100 ... Starting materials: Cl (HCl), CC=1NC=CC(C1OCC1=CC=CC=C1)=O (2-Methyl-3-(phenylmethoxy)-4(1H)-pyridone), 139.2g, CCOC(=O)/N=N/C(=O)OCC (diethylazodicarboxylate), SiO2, C(C1=CC=CC=C1)O (benzylalcohol), C1(=CC=CC=C1)P(C1=CC=CC=C1)C1=CC=CC=C1 (triphenylphosphine). Run in CCOCC (ether), O1CCCC1 (tetrahydrofuran), O1CCCC1 (tetrahydrofurane), C(C)OC(C)=O (Ethylacetate). Conditions: time 8 hour. The product is CC1=NC=CC(=C1OCC1=CC=CC=C1)OCC1=CC=CC=C1 (2-methyl-3,4,bis(phenylmethoxy)pyridine). As a reaction SMILES: [CH3:1][C:2]1[NH:3][CH:4]=[CH:5][C:6](=[O:16])[C:7]=1[O:8][CH2:9][C:10]1[CH:15]=[CH:14][CH:13]=[CH:12][CH:11]=1.[CH2:17](O)[C:18]1[CH:23]=[CH:22][CH:21]=[CH:20][CH:19]=1.C1(P(C2C=CC=CC=2)C2C=CC=CC=2)C=CC=CC=1.CCOC(/N=N/C(OCC)=O)=O.Cl>O1CCCC1.CCOCC.C(OC(=O)C)C>[CH3:1][C:2]1[C:7]([O:8][CH2:9][C:10]2[CH:15]=[CH:14][CH:13]=[CH:12][CH:11]=2)=[C:6]([O:16][CH2:17][C:18]2[CH:23]=[CH:22][CH:21]=[CH:20][CH:19]=2)[CH:5]=[CH:4][N:3]=1. Procedure: To 154.8 g of the product of Example 2, 86.4 g benzylalcohol and 210 g triphenylphosphine suspended in 1.5 liters (dry) tetrahydrofurane was added a solution of 139.2g diethylazodicarboxylate in 500 ml tetrahydrofuran within 20 minutes. The temperature rose to 53° C. for several hours. After 4.5 hours a clear solution was obtained. After standing overnight, a solution of HCl in ether (28 g) was added. Hydrochlorides of Example 3 and 3 A crystallized from the solution. After cooling they were iso... The reactants are O1CCCC1 (Tetrahydrofuran), C1(=CC=CC=C1)P(C1=CC=CC=C1)C1=CC=CC=C1 (Triphenylphosphine), O1CCOCC1 (1,4-Dioxane), CN(CC1=CC=C(C=C1)B1OC(C(O1)(C)C)(C)C)C (Dimethyl-[4-(4,4,5,5-tetramethyl-1,3,2-dioxaborolan-2-yl)-benzyl]-amine), O (Water), Cl (hydrochloride), BrC1=CC=C2C=NC(=NN21)NC2=CC=C(C=C2)C2CCN(CC2)CC(=O)N (2-{4-[4-(7-Bromo-pyrrolo[2,1-f][1,2,4]triazin-2-ylamino)-phenyl]-piperidin-1-yl}-acetamide), C([O-])([O-])=O.[Na+].[Na+] (Sodium carbonate). As a reaction SMILES: C1(P(C2C=CC=CC=2)C2C=CC=CC=2)C=CC=CC=1.O1CCOCC1.Br[C:27]1[N:35]2[C:30]([CH:31]=[N:32][C:33]([NH:36][C:37]3[CH:42]=[CH:41][C:40]([CH:43]4[CH2:48][CH2:47][N:46]([CH2:49][C:50]([NH2:52])=[O:51])[CH2:45][CH2:44]4)=[CH:39][CH:38]=3)=[N:34]2)=[CH:29][CH:28]=1.[CH3:53][N:54]([CH3:71])[CH2:55][C:56]1[CH:61]=[CH:60][C:59](B2OC(C)(C)C(C)(C)O2)=[CH:58][CH:57]=1.Cl.C(=O)([O-])[O-].[Na+].[Na+].O.O1CCCC1>C([O-])(=O)C.[Pd+2].C([O-])(=O)C>[CH3:53][N:54]([CH2:55][C:56]1[CH:61]=[CH:60][C:59]([C:27]2[N:35]3[C:30]([CH:31]=[N:32][C:33]([NH:36][C:37]4[CH:42]=[CH:41][C:40]([CH:43]5[CH2:48][CH2:47][N:46]([CH2:49][C:50]([NH2:52])=[O:51])[CH2:45][CH2:44]5)=[CH:39][CH:38]=4)=[N:34]3)=[CH:29][CH:28]=2)=[CH:58][CH:57]=1)[CH3:71] |f:5.6.7,10.11.12|. Reported procedure: Palladium Acetate (8.5 mg, 0.000038 mol), Triphenylphosphine (27.4 mg, 0.000105 mol) and 1,4-Dioxane (2.8 mL, 0.036 mol) were combined in a flask and stirred for 10 minutes. 2-{4-[4-(7-Bromo-pyrrolo[2,1-f][1,2,4]triazin-2-ylamino)-phenyl]-piperidin-1-yl}-acetamide (157 mg, 0.000366 mol), Dimethyl-[4-(4,4,5,5-tetramethyl-1,3,2-dioxaborolan-2-yl)-benzyl]-amine; hydrochloride (224 mg, 0.000753 mol), and 1.50 M of Sodium carbonate in Water (2.2 mL, 0.0033 mol) and Tetrahydrofuran (3.0 mL, 0.037 mol)... Reaction conditions: temperature 80 celsius, time 10 minute. Yields the product CN(C)CC1=CC=C(C=C1)C1=CC=C2C=NC(=NN21)NC2=CC=C(C=C2)C2CCN(CC2)CC(=O)N (2-(4-{4-[7-(4-Dimethylaminomethyl-phenyl)-pyrrolo[2,1-f][1,2,4]triazin-2-ylamino]-phenyl}-piperidin-1-yl)-acetamide). The reagents and catalysts are C(C)(=O)[O-].[Pd+2].C(C)(=O)[O-] (Palladium Acetate). Starting materials: CC=1SC(=C(N1)C)C(=O)Cl (2,4-dimethylthiazole-5-carbonyl chloride), NC1=C(C(=O)O)C=CC=C1NC(=O)C1=NC=CN=C1 (2-amino-3-(pyrazine-2-carboxamido)benzoic acid), O (H2O). Solvent: N1=CC=CC=C1 (pyridine). Reaction conditions: time 12 hour. Yields the product CC=1SC(=C(N1)C)C=1OC(C2=C(N1)C(=CC=C2)NC(=O)C2=NC=CN=C2)=O (N-(2-(2,4-dimethylthiazol-5-yl)-4-oxo-4H-benzo[d][1,3]oxazin-8-yl)pyrazine-2-carboxamide). Yield: 74.3%. RXN SMILES: [CH3:1][C:2]1[S:3][C:4]([C:8](Cl)=[O:9])=[C:5]([CH3:7])[N:6]=1.[NH2:11][C:12]1[C:20]([NH:21][C:22]([C:24]2[CH:29]=[N:28][CH:27]=[CH:26][N:25]=2)=[O:23])=[CH:19][CH:18]=[CH:17][C:13]=1[C:14](O)=[O:15].O>N1C=CC=CC=1>[CH3:1][C:2]1[S:3][C:4]([C:8]2[O:9][C:14](=[O:15])[C:13]3[CH:17]=[CH:18][CH:19]=[C:20]([NH:21][C:22]([C:24]4[CH:29]=[N:28][CH:27]=[CH:26][N:25]=4)=[O:23])[C:12]=3[N:11]=2)=[C:5]([CH3:7])[N:6]=1. Reported procedure: 2,4-dimethylthiazole-5-carbonyl chloride 17 (104 mg, 0.58 mmol) was added to a suspension of 2-amino-3-(pyrazine-2-carboxamido)benzoic acid 16 (100 mg, 0.39 mmol) in pyridine (5 mL). The reaction mixture was stirred at room temperature for 12 h then poured into ice cooled H2O (30 mL). The resulting precipitate was collected by filtration, rinsed with H2O, and dried under vacuum to give 18 (110 mg, 81% yield). Starting materials: S(=O)(Cl)Cl (sulphinyl chloride), C(=O)(O)C1=CN(C=C1C1CC1)C1=CC=NC2=CC=CC=C12 (3-carboxy-4-cyclopropyl-1-(quinolin-4-yl)-1H-pyrrole). Run in C(Cl)(Cl)Cl (chloroform). Run at time 1 hour. The product is ClC(=O)C1=CN(C=C1C1CC1)C1=CC=NC2=CC=CC=C12 (3-chlorocarbonyl-4-cyclopropyl-1-(quinolin-4-yl)-1H-pyrrole). Isolated yield 100.0%. RXN SMILES: S(Cl)([Cl:3])=O.[C:5]([C:8]1[C:12]([CH:13]2[CH2:15][CH2:14]2)=[CH:11][N:10]([C:16]2[C:25]3[C:20](=[CH:21][CH:22]=[CH:23][CH:24]=3)[N:19]=[CH:18][CH:17]=2)[CH:9]=1)(O)=[O:6]>C(Cl)(Cl)Cl>[Cl:3][C:5]([C:8]1[C:12]([CH:13]2[CH2:15][CH2:14]2)=[CH:11][N:10]([C:16]2[C:25]3[C:20](=[CH:21][CH:22]=[CH:23][CH:24]=3)[N:19]=[CH:18][CH:17]=2)[CH:9]=1)=[O:6]. Procedure details: 10 mL (137 mmol) of sulphinyl chloride are added to 1.05 g (3.78 mmol) of 3-carboxy-4-cyclopropyl-1-(quinolin-4-yl)-1H-pyrrole dissolved in 20 mL of chloroform at a temperature in the region of 20° C. under an argon atmosphere. After stirring for one hour at the reflux temperature of the solvent, the reaction mixture is concentrated to dryness under reduced pressure (2.7 kPa). The residue is dissolved in 20 mL of chloroform and then concentrated to dryness again, giving 1.12 g (3.78 mmol) of 3-c... Reactants: C(C)(=O)OC1=NC=C(C=C1C)OC(C)=O (2-acetoxy-methyl-5-acetoxypyridine), Cl (hydrochloric acid), CC(=O)CC (ethyl methyl ketone). Yields the product Cl.OC=1C=CC(=NC1)CO (5-hydroxy-2-pyridinemethanol hydrochloride). Reaction SMILES: C(O[C:5]1[C:10](C)=[CH:9][C:8]([O:12]C(=O)C)=[CH:7][N:6]=1)(=O)C.[ClH:16].C[C:18](CC)=[O:19]>>[ClH:16].[OH:12][C:8]1[CH:9]=[CH:10][C:5]([CH2:18][OH:19])=[N:6][CH:7]=1 |f:3.4|. Procedure details: 220.0 g of the above ester is added to 2,200 ml of 6N-hydrochloric acid and the resulting solution is refluxed for 18 hours. Then, the solution is evaporated to leave an oily viscous residue. This residue is digested with ethyl methyl ketone to yield 5-hydroxy-2-pyridinemethanol hydrochloride melting at 122°-123°. (The corresponding free base is prepared by adding a saturated solution of potassium carbonate to the hydrochloride, extracting the resulting suspension with chloroform, drying the chl... Starting materials: COC(=O)CC(C)=O, O=C([O-])[O-], C1CCOC1, CC(C)[N-]C(C)C, CCOc1cnc(CC)cc1CCC(=O)C1CCCC1, [K+], [K+], [Li+], [Na+], [OH-]. Yields the product CCOc1cnc(CC)cc1CCC1(C2CCCC2)CC(=O)CC(=O)O1. RXN SMILES: [C:1]([CH2:2][C:3](=[O:4])[CH3:5])(=[O:6])[O:7][CH3:8].[C:39](=[O:40])([O-:41])[O-:42].[CH2:45]1[O:46][CH2:47][CH2:48][CH2:49]1.[CH3:10][CH:11]([N-:12][CH:13]([CH3:14])[CH3:15])[CH3:16].[CH:17]1([C:22]([CH2:23][CH2:24][c:25]2[cH:26][c:27]([CH2:34][CH3:35])[n:28][cH:29][c:30]2[O:31][CH2:32][CH3:33])=[O:36])[CH2:18][CH2:19][CH2:20][CH2:21]1.[K+:43].[K+:44].[Li+:9].[Na+:38].[OH-:37]>>[C:1]1(=[O:6])[CH2:2][C:3](=[O:4])[CH2:5][C:22]([CH:17]2[CH2:18][CH2:19][CH2:20][CH2:21]2)([CH2:23][CH2:24][c:25]2[cH:26][c:27]([CH2:34][CH3:35])[n:28][cH:29][c:30]2[O:31][CH2:32][CH3:33])[O:36]1.